This data is from the Open Reaction Database (ORD), a public repository of structured organic reaction records. The task is: describe an organic reaction: reactants, conditions, products, and yield Reactants: C(C)C1=C(C(=C(C=C1)P([O-])([O-])=O)C(C)Br)CC (diethyl-2-(1-bromoethyl)phenylphosphonate), ClC1=C(C=CC=C1)Cl (1,2-dichlorobenzene). The product is C(C)OP1(OC(C2=C1C=CC=C2)C)=O (1-ethoxy-3-methyl-1,3-dihydro-2,1-benzoxaphosphole-1-oxide). The yield is 55.0%. RXN SMILES: C([C:3]1[CH:8]=[CH:7][C:6]([P:9](=[O:12])([O-:11])[O-:10])=[C:5]([CH:13](Br)[CH3:14])[C:4]=1CC)C.Cl[C:19]1C=CC=C[C:20]=1Cl>>[CH2:19]([O:10][P:9]1(=[O:12])[C:6]2[CH:7]=[CH:8][CH:3]=[CH:4][C:5]=2[CH:13]([CH3:14])[O:11]1)[CH3:20]. Reported procedure: A mixture of diethyl-2-(1-bromoethyl)phenylphosphonate (12 g, 0.037 mole) in 25 ml. of 1,2-dichlorobenzene was refluxed for 2 hours. The reaction mixture was vacuum distilled to yield 1-ethoxy-3-methyl-1,3-dihydro-2,1-benzoxaphosphole-1-oxide (4.3 g, 55% yield) as a colorless oil. Reactants: CC=1C=CC(=C(C(=O)O)C1)C=1C=NN(C1)C (5-methyl-2-(1-methyl-1H-pyrazol-4-yl)benzoic acid), CC=1C=CC(=C(C(=O)OC)C1)C1=NC=CN=C1 (methyl 5-methyl-2-(pyrazin-2-yl)benzoate). Product: CC=1C=CC(=C(C(=O)O)C1)C1=NC=CN=C1 (5-Methyl-2-(pyrazin-2-yl)benzoic acid). RXN SMILES: CC1C=CC(C2C=NN(C)C=2)=C(C=1)C(O)=O.[CH3:17][C:18]1[CH:19]=[CH:20][C:21]([C:28]2[CH:33]=[N:32][CH:31]=[CH:30][N:29]=2)=[C:22]([CH:27]=1)[C:23]([O:25]C)=[O:24]>>[CH3:17][C:18]1[CH:19]=[CH:20][C:21]([C:28]2[CH:33]=[N:32][CH:31]=[CH:30][N:29]=2)=[C:22]([CH:27]=1)[C:23]([OH:25])=[O:24]. Procedure: The title compound was synthesized following the same general protocol as described for 5-methyl-2-(1-methyl-1H-pyrazol-4-yl)benzoic acid in Example A1, using methyl 5-methyl-2-(pyrazin-2-yl)benzoate. ESI-MS (m/z): 215 [M+1]+. Reactants: BrCCCCCCCCCCCCCCCCNC1=CC=C(C(=O)O)C=C1 (4-(16-bromohexadecylamino)benzoic acid), B(F)(F)F.CCOCC (boron trifluoride etherate), ice. Solvent: CO (methanol). The product is BrCCCCCCCCCCCCCCCCNC1=CC=C(C(=O)OC)C=C1 (methyl 4-(16-bromohexadecylamino)benzoate). RXN SMILES: [Br:1][CH2:2][CH2:3][CH2:4][CH2:5][CH2:6][CH2:7][CH2:8][CH2:9][CH2:10][CH2:11][CH2:12][CH2:13][CH2:14][CH2:15][CH2:16][CH2:17][NH:18][C:19]1[CH:27]=[CH:26][C:22]([C:23]([OH:25])=[O:24])=[CH:21][CH:20]=1.B(F)(F)F.[CH3:32]COCC>CO>[Br:1][CH2:2][CH2:3][CH2:4][CH2:5][CH2:6][CH2:7][CH2:8][CH2:9][CH2:10][CH2:11][CH2:12][CH2:13][CH2:14][CH2:15][CH2:16][CH2:17][NH:18][C:19]1[CH:20]=[CH:21][C:22]([C:23]([O:25][CH3:32])=[O:24])=[CH:26][CH:27]=1 |f:1.2|. Procedure details: A solution of 50.5 g. of 4-(16-bromohexadecylamino)benzoic acid and 34.4 ml. of boron trifluoride etherate in 200 ml. of methanol is stirred under reflux for 44 hours, allowed to cool, and is poured into 1.20 liters of ice-cold 5% aqueous sodium carbonate solution. The white solid is collected by filtration and recrystallized from benzene-ethanol to yield methyl 4-(16-bromohexadecylamino)benzoate, m.p. 92°-93° C. The product is ClC=1N=C2N(C(C1)=O)CCC(N2CCOC(C)C)(C)C (2-chloro-9-(2-isopropoxyethyl)-8,8-dimethyl-6,7,8,9-tetrahydro-4H-pyrimido[1,2-a]pyrimidin-4-one). RXN SMILES: [Cl:1][C:2]1[N:3]=[C:4]2[NH:12][C:11]([CH3:14])([CH3:13])[CH2:10][CH2:9][N:5]2[C:6](=[O:8])[CH:7]=1.C(=O)([O-])[O-].[Cs+].[Cs+].CS(O[CH2:26][CH2:27][O:28][CH:29]([CH3:31])[CH3:30])(=O)=O.O>CC#N.C(OCC)(=O)C>[Cl:1][C:2]1[N:3]=[C:4]2[N:12]([CH2:26][CH2:27][O:28][CH:29]([CH3:31])[CH3:30])[C:11]([CH3:14])([CH3:13])[CH2:10][CH2:9][N:5]2[C:6](=[O:8])[CH:7]=1 |f:1.2.3|. The yield is 67.7%. The reactants are O (Water), ClC=1N=C2N(C(C1)=O)CCC(N2)(C)C (2-chloro-8,8-dimethyl-6,7,8,9-tetrahydro-4H-pyrimido[1,2-a]pyrimidin-4-one), C([O-])([O-])=O.[Cs+].[Cs+] (cesium carbonate), CS(=O)(=O)OCCOC(C)C (2-isopropoxyethyl methanesulfonate). The solvent is C(C)(=O)OCC (ethyl acetate), CC#N (CH3CN). Reaction conditions: temperature 65 celsius. Reported procedure: 0.2 g of 2-chloro-8,8-dimethyl-6,7,8,9-tetrahydro-4H-pyrimido[1,2-a]pyrimidin-4-one are suspended in 7 mL of CH3CN, 0.61 g of cesium carbonate and 0.34 g of 2-isopropoxyethyl methanesulfonate are added. The mixture is heated to 65° C. for 72 h. Water, ethyl acetate are added and then after decantation, the organic phase is dried with magnesium sulfate and then evaporated. The crude is purified by flash chromatography on silica gel SiO2 (CH2Cl2/MeOH, 99/1). 0.19 g (yield=67%) of 2-chloro-9-(2-iso... Reactants: CCS, CN(C)C=O, Cl, [H-], O=C(O)c1cc(Oc2ccc(C(F)(F)F)cc2Cl)ccc1I, [Na+]. Yields the product CCSc1ccc(Oc2ccc(C(F)(F)F)cc2Cl)cc1C(=O)O. As a reaction SMILES: [CH2:23]([CH3:24])[SH:25].[CH3:29][N:30]([CH3:31])[CH:32]=[O:33].[ClH:28].[H-:26].[I:1][c:2]1[c:3]([C:4](=[O:5])[OH:6])[cH:7][c:8]([O:11][c:12]2[c:13]([Cl:22])[cH:14][c:15]([C:18]([F:19])([F:20])[F:21])[cH:16][cH:17]2)[cH:9][cH:10]1.[Na+:27]>>[c:2]1([S:25][CH2:23][CH3:24])[c:3]([C:4](=[O:5])[OH:6])[cH:7][c:8]([O:11][c:12]2[c:13]([Cl:22])[cH:14][c:15]([C:18]([F:19])([F:20])[F:21])[cH:16][cH:17]2)[cH:9][cH:10]1.